From a dataset of the Open Reaction Database (ORD), a public repository of structured organic reaction records. describe an organic reaction: reactants, conditions, products, and yield Starting materials: C1CCOC1, CC(=O)O, CC(=O)OC(C)(C(=O)Nc1ccc(Sc2ccc(N)cc2)cc1Cl)C(F)(F)F, N#CO[Na], O. Yields the product CC(=O)OC(C)(C(=O)Nc1ccc(Sc2ccc(NC(N)=O)cc2)cc1Cl)C(F)(F)F. As a reaction SMILES: [CH2:37]1[O:38][CH2:39][CH2:40][CH2:41]1.[CH3:1][C:2](=[O:3])[OH:4].[Cl:9][c:10]1[c:11]([NH:24][C:25]([C:26]([C:27]([F:28])([F:29])[F:30])([CH3:31])[O:32][C:33]([CH3:34])=[O:35])=[O:36])[cH:12][cH:13][c:14]([S:16][c:17]2[cH:18][cH:19][c:20]([NH2:23])[cH:21][cH:22]2)[cH:15]1.[Na:5][O:6][C:7]#[N:8].[OH2:42]>>[O:6]=[C:7]([NH2:8])[NH:23][c:20]1[cH:19][cH:18][c:17]([S:16][c:14]2[cH:13][cH:12][c:11]([NH:24][C:25]([C:26]([C:27]([F:28])([F:29])[F:30])([CH3:31])[O:32][C:33]([CH3:34])=[O:35])=[O:36])[c:10]([Cl:9])[cH:15]2)[cH:22][cH:21]1.